This data is from the Open Reaction Database (ORD), a public repository of structured organic reaction records. The task is: describe an organic reaction: reactants, conditions, products, and yield Reactants: CC1(C)OB(c2ccc(Oc3ncccn3)cc2)OC1(C)C, COCCOC, [Na+], [Na+], O=C([O-])[O-], Nc1ncnc2c1c(I)nn2C1CCC2(CC1)OCCO2, O, c1ccc(P(c2ccccc2)(c2ccccc2)[Pd](P(c2ccccc2)(c2ccccc2)c2ccccc2)(P(c2ccccc2)(c2ccccc2)c2ccccc2)P(c2ccccc2)(c2ccccc2)c2ccccc2)cc1. The product is Nc1ncnc2c1c(-c1ccc(Oc3ncccn3)cc1)nn2C1CCC2(CC1)OCCO2. Reaction SMILES: [CH3:22][C:23]1([CH3:24])[C:25]([CH3:26])([CH3:27])[O:28][B:29]([c:30]2[cH:31][cH:32][c:33]([O:34][c:35]3[n:36][cH:37][cH:38][cH:39][n:40]3)[cH:41][cH:42]2)[O:43]1.[CH3:50][O:51][CH2:52][CH2:53][O:54][CH3:55].[Na+:44].[Na+:45].[O-:46][C:47](=[O:48])[O-:49].[O:1]1[CH2:2][CH2:3][O:4][C:5]12[CH2:6][CH2:7][CH:8]([n:11]1[n:12][c:13]([I:21])[c:14]3[c:15]1[n:16][cH:17][n:18][c:19]3[NH2:20])[CH2:9][CH2:10]2.[OH2:56].[cH:57]1[cH:58][cH:59][c:60]([P:61]([Pd:62]([P:63]([c:64]2[cH:65][cH:66][cH:67][cH:68][cH:69]2)([c:70]2[cH:71][cH:72][cH:73][cH:74][cH:75]2)[c:76]2[cH:77][cH:78][cH:79][cH:80][cH:81]2)([P:82]([c:83]2[cH:84][cH:85][cH:86][cH:87][cH:88]2)([c:89]2[cH:90][cH:91][cH:92][cH:93][cH:94]2)[c:95]2[cH:96][cH:97][cH:98][cH:99][cH:100]2)[P:101]([c:102]2[cH:103][cH:104][cH:105][cH:106][cH:107]2)([c:108]2[cH:109][cH:110][cH:111][cH:112][cH:113]2)[c:114]2[cH:115][cH:116][cH:117][cH:118][cH:119]2)([c:120]2[cH:121][cH:122][cH:123][cH:124][cH:125]2)[c:126]2[cH:127][cH:128][cH:129][cH:130][cH:131]2)[cH:132][cH:133]1>>[O:1]1[CH2:2][CH2:3][O:4][C:5]12[CH2:6][CH2:7][CH:8]([n:11]1[n:12][c:13](-[c:30]3[cH:31][cH:32][c:33]([O:34][c:35]4[n:36][cH:37][cH:38][cH:39][n:40]4)[cH:41][cH:42]3)[c:14]3[c:15]1[n:16][cH:17][n:18][c:19]3[NH2:20])[CH2:9][CH2:10]2. Reactants: [Al+3], O=C1C=C(Cc2ccccc2)CCCC1, [H-], [H-], [H-], [H-], [K+], [K+], [Li+], O=C([O-])[O-]. The product is OC1C=C(Cc2ccccc2)CCCC1. RXN SMILES: [Al+3:17].[CH2:1]([c:2]1[cH:3][cH:4][cH:5][cH:6][cH:7]1)[C:8]1=[CH:9][C:10](=[O:15])[CH2:11][CH2:12][CH2:13][CH2:14]1.[H-:16].[H-:19].[H-:20].[H-:21].[K+:22].[K+:23].[Li+:18].[O-:24][C:25]([O-:26])=[O:27]>>[CH2:1]([c:2]1[cH:3][cH:4][cH:5][cH:6][cH:7]1)[C:8]1=[CH:9][CH:10]([OH:15])[CH2:11][CH2:12][CH2:13][CH2:14]1. The reactants are [Cl-], ClCCl, OCC1CCCN1, [Na+], [OH-], O=C(O)CCCc1ccccc1. Yields the product O=C(CCCc1ccccc1)N1CCCC1CO. RXN SMILES: [Cl-:10].[Cl:23][CH2:24][Cl:25].[NH:3]1[CH:4]([CH2:5][OH:6])[CH2:7][CH2:8][CH2:9]1.[Na+:2].[OH-:1].[c:11]1([CH2:17][CH2:18][CH2:19][C:20](=[O:21])[OH:22])[cH:12][cH:13][cH:14][cH:15][cH:16]1>>[N:3]1([C:20]([CH2:19][CH2:18][CH2:17][c:11]2[cH:12][cH:13][cH:14][cH:15][cH:16]2)=[O:21])[CH:4]([CH2:5][OH:6])[CH2:7][CH2:8][CH2:9]1. Reactants: Cc1ccc(S(=O)(=O)n2ccc3cc(Br)ccc32)cc1, [C-]#N, CNCCNC, CCOC(C)=O, Cc1ccccc1, [Cu]I, [NH4+], [Na+], [OH-], O. Yields the product Cc1ccc(S(=O)(=O)n2ccc3cc(C#N)ccc32)cc1. Reaction SMILES: [Br:4][c:5]1[cH:6][c:7]2[cH:8][cH:9][n:10]([S:14](=[O:15])(=[O:16])[c:17]3[cH:18][cH:19][c:20]([CH3:23])[cH:21][cH:22]3)[c:11]2[cH:12][cH:13]1.[C-:1]#[N:2].[CH3:24][NH:25][CH2:26][CH2:27][NH:28][CH3:29].[CH3:35][CH2:36][O:37][C:38](=[O:39])[CH3:40].[CH3:41][c:42]1[cH:43][cH:44][cH:45][cH:46][cH:47]1.[Cu:32][I:33].[NH4+:30].[Na+:3].[OH-:31].[OH2:34]>>[c:5]1([C:24]#[N:25])[cH:6][c:7]2[cH:8][cH:9][n:10]([S:14](=[O:15])(=[O:16])[c:17]3[cH:18][cH:19][c:20]([CH3:23])[cH:21][cH:22]3)[c:11]2[cH:12][cH:13]1. Reactants: ClC1=CC(=C(CN2N=C(C3=CC=CC=C23)C(=O)O)C=C1)C (1-(4-chloro-2-methylbenzyl)-1H-indazole-3-carboxylic acid), OS(=O)(=O)O (H2SO4), C(C)O (ethanol). Product: ClC1=CC(=C(CN2N=C(C3=CC=CC=C23)C(=O)OCC)C=C1)C (ethyl 1-(4-chloro-2-methylbenzyl)-1H-indazole-3-carboxylate). As a reaction SMILES: [Cl:1][C:2]1[CH:20]=[CH:19][C:5]([CH2:6][N:7]2[C:15]3[C:10](=[CH:11][CH:12]=[CH:13][CH:14]=3)[C:9]([C:16]([OH:18])=[O:17])=[N:8]2)=[C:4]([CH3:21])[CH:3]=1.OS(O)(=O)=O.[CH2:27](O)[CH3:28]>>[Cl:1][C:2]1[CH:20]=[CH:19][C:5]([CH2:6][N:7]2[C:15]3[C:10](=[CH:11][CH:12]=[CH:13][CH:14]=3)[C:9]([C:16]([O:18][CH2:27][CH3:28])=[O:17])=[N:8]2)=[C:4]([CH3:21])[CH:3]=1. Reported procedure: To a suspension of 1-(4-chloro-2-methylbenzyl)-1H-indazole-3-carboxylic acid, prepared as described in J. Med. Chem. (1976) 19, 778-783, (120 g; 0.4 mol) in absolute ethanol (850 ml), stirred at room temperature, was cautiously added concentrated H2SO4 (15 ml). The mixture was then refluxed for 9 hours. The reaction was then completed by cooling the mixture to room temperature. The solid thus formed was filtered off under cold conditions (10° C.) and washed thoroughly on the filter with water. 1... Starting materials: [Cl-].[NH4+] (ammonium chloride), C([O-])([O-])=O.[Cs+].[Cs+] (cesium carbonate), ClC(C(=O)[O-])(F)F.[Na+] (sodium 2-chloro-2,2-difluoroacetate), O([Si](C)(C)C(C)(C)C)CC1=NC2=C(N1CC1=CC3=C(/C(/C4=C(OC3)C=C(C=C4)F)=C(\C#N)/C)C=C1)C=CC=C2O ((E)-2-[8-({2-[(tert-butyldimethylsiloxy)methyl]-4-hydroxy-1H-benzo[d]imidazol-1-yl}methyl)-3-fluorodibenzo[b,e]oxepin-11(6H)-ylidene]propanenitrile). Solvent: CN(C)C=O (DMF). Run at temperature 60 celsius, time 1 hour. Product: FC(OC1=CC=CC=2N(C(=NC21)CO)CC2=CC1=C(/C(/C3=C(OC1)C=C(C=C3)F)=C(\C#N)/C)C=C2)F ((E)-2-(8-{[4-(difluoromethoxy)-2-(hydroxymethyl)-1H-benzo[d]imidazol-1-yl]methyl}-3-fluorodibenzo[b,e]oxepin-11(6H)-ylidene)propanenitrile). Yield: 31.1%. Reaction SMILES: [O:1]([CH2:9][C:10]1[N:14]([CH2:15][C:16]2[CH:35]=[CH:34][C:19]3/[C:20](=[C:30](/[CH3:33])\[C:31]#[N:32])/[C:21]4[CH:28]=[CH:27][C:26]([F:29])=[CH:25][C:22]=4[O:23][CH2:24][C:18]=3[CH:17]=2)[C:13]2[CH:36]=[CH:37][CH:38]=[C:39]([OH:40])[C:12]=2[N:11]=1)[Si](C(C)(C)C)(C)C.C(=O)([O-])[O-].[Cs+].[Cs+].Cl[C:48]([F:53])([F:52])C([O-])=O.[Na+].[Cl-].[NH4+]>CN(C=O)C>[F:52][CH:48]([F:53])[O:40][C:39]1[C:12]2[N:11]=[C:10]([CH2:9][OH:1])[N:14]([CH2:15][C:16]3[CH:35]=[CH:34][C:19]4/[C:20](=[C:30](/[CH3:33])\[C:31]#[N:32])/[C:21]5[CH:28]=[CH:27][C:26]([F:29])=[CH:25][C:22]=5[O:23][CH2:24][C:18]=4[CH:17]=3)[C:13]=2[CH:36]=[CH:37][CH:38]=1 |f:1.2.3,4.5,6.7|. Procedure details: [step 2] (E)-2-[8-({2-[(tert-butyldimethylsiloxy)methyl]-4-hydroxy-1H-benzo[d]imidazol-1-yl}methyl)-3-fluorodibenzo[b,e]oxepin-11(6H)-ylidene]propanenitrile (200 mg, 0.36 mmol) obtained in step 1 was dissolved in DMF (5.5 mL), cesium carbonate (352 mg, 1.08 mmol) and sodium 2-chloro-2,2-difluoroacetate (165 mg, 1.08 mmol) were added, and the mixture was stirred at 60° C. for 1 hr. To the mixture was added saturated aqueous ammonium chloride solution, and the mixture was extracted 3 times with et... Starting materials: [Si](C1=CC=CC=C1)(C1=CC=CC=C1)(C(C)(C)C)OC1=CC=C(C=C1)C1=NC=C(C=C1F)OCCCCCCCC (2-(4-tert-butyldiphenylsilyloxyphenyl)-3-fluoro-5-octyloxypyridine), [F-].C(CCC)[N+](CCCC)(CCCC)CCCC (tetrabutylammonium fluoride), [Cl-].[Na+] (sodium chloride). Solvent: O1CCCC1 (tetrahydrofuran), O1CCCC1 (tetrahydrofuran). Yields the product FC=1C(=NC=C(C1)OCCCCCCCC)C1=CC=C(C=C1)O (3-fluoro-2-(4-hydroxyphenyl)-5-octyloxypyridine). Isolated yield 85.1%. As a reaction SMILES: [Si]([O:18][C:19]1[CH:24]=[CH:23][C:22]([C:25]2[C:30]([F:31])=[CH:29][C:28]([O:32][CH2:33][CH2:34][CH2:35][CH2:36][CH2:37][CH2:38][CH2:39][CH3:40])=[CH:27][N:26]=2)=[CH:21][CH:20]=1)(C(C)(C)C)(C1C=CC=CC=1)C1C=CC=CC=1.[F-].C([N+](CCCC)(CCCC)CCCC)CCC.[Cl-].[Na+]>O1CCCC1>[F:31][C:30]1[C:25]([C:22]2[CH:21]=[CH:20][C:19]([OH:18])=[CH:24][CH:23]=2)=[N:26][CH:27]=[C:28]([O:32][CH2:33][CH2:34][CH2:35][CH2:36][CH2:37][CH2:38][CH2:39][CH3:40])[CH:29]=1 |f:1.2,3.4|. Procedure details: 4.30 g (8.00 mmol) of 2-(4-tert-butyldiphenylsilyloxyphenyl)-3-fluoro-5-octyloxypyridine are stirred for 2 hours at room temperature with 16 ml of a 1-molar tetrabutylammonium fluoride solution in tetrahydrofuran in 50 ml of tetrahydrofuran. Aqueous sodium chloride solution is then added, the reaction mixture is extracted with ether, and the ether phase is washed with aqueous sodium chloride solution, dried over sodium sulfate, evaporated to dryness and purified by chromatography (silica gel/hex... Reactants: BrCc1ccccc1, O=C([O-])[O-], CC#N, [K+], [K+], O=C1CCCc2c(O)cccc21. The product is O=C1CCCc2c(OCc3ccccc3)cccc21. Reaction SMILES: [Br:13][CH2:14][c:15]1[cH:16][cH:17][cH:18][cH:19][cH:20]1.[C:21](=[O:22])([O-:23])[O-:24].[CH3:27][C:28]#[N:29].[K+:25].[K+:26].[OH:1][c:2]1[c:3]2[c:8]([cH:9][cH:10][cH:11]1)[C:7](=[O:12])[CH2:6][CH2:5][CH2:4]2>>[O:1]([c:2]1[c:3]2[c:8]([cH:9][cH:10][cH:11]1)[C:7](=[O:12])[CH2:6][CH2:5][CH2:4]2)[CH2:14][c:15]1[cH:16][cH:17][cH:18][cH:19][cH:20]1.